Dataset: the Open Reaction Database (ORD), a public repository of structured organic reaction records. Task: describe an organic reaction: reactants, conditions, products, and yield Reactants: [BH4-].[Na+] (NaBH4), ClC(=O)OCC(C)C (Isobutyl chloroformate), C(C)(C)(C)OC(CCCCC=1N(C(C2=CC=C(C=C2C1)C(=O)O)=O)C1=CC=C(C=C1)F)=O (3-(5-(tert-butoxy)-5-oxopentyl)-2-(4-fluorophenyl)-1-oxo-1,2-dihydroisoquinoline-6-carboxylic acid), CCN(C(C)C)C(C)C (Hunig's Base), resultant mixture. The solvent is CO (MeOH), ClCCl (Dichloromethane), ClCCl (dichloromethane). Conditions: temperature 0 celsius, time 3 hour. Product: FC1=CC=C(C=C1)N1C(C2=CC=C(C=C2C=C1CCCCC(=O)OC(C)(C)C)CO)=O (tert-butyl 5-(2-(4-fluorophenyl)-6-(hydroxymethyl)-1-oxo-1,2-dihydroisoquinolin-3-yl)pentanoate). Yield: 84.0%. Reaction SMILES: ClC(OCC(C)C)=O.[C:9]([O:13][C:14](=[O:40])[CH2:15][CH2:16][CH2:17][CH2:18][C:19]1[N:20]([C:33]2[CH:38]=[CH:37][C:36]([F:39])=[CH:35][CH:34]=2)[C:21](=[O:32])[C:22]2[C:27]([CH:28]=1)=[CH:26][C:25]([C:29](O)=[O:30])=[CH:24][CH:23]=2)([CH3:12])([CH3:11])[CH3:10].CCN(C(C)C)C(C)C.[BH4-].[Na+]>ClCCl.CO>[F:39][C:36]1[CH:37]=[CH:38][C:33]([N:20]2[C:19]([CH2:18][CH2:17][CH2:16][CH2:15][C:14]([O:13][C:9]([CH3:10])([CH3:12])[CH3:11])=[O:40])=[CH:28][C:27]3[C:22](=[CH:23][CH:24]=[C:25]([CH2:29][OH:30])[CH:26]=3)[C:21]2=[O:32])=[CH:34][CH:35]=1 |f:3.4|. Procedure details: Isobutyl chloroformate (0.285 mL, 2.184 mmol) was added to a stirred, 0° C. mixture of 3-(5-(tert-butoxy)-5-oxopentyl)-2-(4-fluorophenyl)-1-oxo-1,2-dihydroisoquinoline-6-carboxylic acid (800 mg, 1.820 mmol) and Hunig's Base (0.636 mL, 3.64 mmol) in Dichloromethane (20 mL) and the mixture was stirred at 0° C. for 3 h. The mixture was concentrated under reduced pressure with bath temp at 20° C., the residue was taken up in Dichloromethane (20 mL), NaBH4 (138 mg, 3.64 mmol) was added, the mixture w... Starting materials: ClC1=NC=C(C(=O)OCC)C=C1 (ethyl 6-chloronicotinate), C1(=CC=CC=C1)N1CCNCC1 (N-phenylpiperazine). Conditions: temperature 100 celsius, time 1 hour. Product: C1(=CC=CC=C1)N1CCN(CC1)C1=NC=C(C(=O)OCC)C=C1 (Ethyl 6-(4-phenylpiperazin-1-yl)nicotinate). Yield: 125.2%. Reaction SMILES: Cl[C:2]1[CH:12]=[CH:11][C:5]([C:6]([O:8][CH2:9][CH3:10])=[O:7])=[CH:4][N:3]=1.[C:13]1([N:19]2[CH2:24][CH2:23][NH:22][CH2:21][CH2:20]2)[CH:18]=[CH:17][CH:16]=[CH:15][CH:14]=1>>[C:13]1([N:19]2[CH2:24][CH2:23][N:22]([C:2]3[CH:12]=[CH:11][C:5]([C:6]([O:8][CH2:9][CH3:10])=[O:7])=[CH:4][N:3]=3)[CH2:21][CH2:20]2)[CH:18]=[CH:17][CH:16]=[CH:15][CH:14]=1. Procedure details: A mixture of 3.72 g (0.02 mol) of ethyl 6-chloronicotinate and 6.44 g (0.04 mol) of N-phenylpiperazine was stirred at 100° C. for 1 hour. The reaction mixture was concentrated in vacuo. The residue was stirred with isopropanol. 7.8 g of a yellow solid were obtained. The reactants are [Li]C(C)(C)C, C1CCOC1, CC(=O)O, CCOC(C)=O, CCOCC, N#CC1=C(C#N)C(=O)C(Cl)=C(Cl)C1=O, Clc1ncccn1, [Na+], [OH-], O. Yields the product CC(C)(C)c1ccnc(Cl)n1. As a reaction SMILES: [C:8]([CH3:9])([CH3:10])([CH3:11])[Li:12].[CH2:33]1[O:34][CH2:35][CH2:36][CH2:37]1.[CH3:13][C:14](=[O:15])[OH:16].[CH3:39][CH2:40][O:41][C:42]([CH3:43])=[O:44].[CH3:45][CH2:46][O:47][CH2:48][CH3:49].[Cl:17][C:18]1=[C:29]([Cl:30])[C:27](=[O:28])[C:24]([C:25]#[N:26])=[C:21]([C:22]#[N:23])[C:19]1=[O:20].[Cl:1][c:2]1[n:3][cH:4][cH:5][cH:6][n:7]1.[Na+:32].[OH-:31].[OH2:38]>>[Cl:1][c:2]1[n:3][c:4]([C:8]([CH3:9])([CH3:10])[CH3:11])[cH:5][cH:6][n:7]1. Reactants: CC(C[C@H](CC(=O)O)C(N[C@@H]1C(NCCCCCCN2C=3C=CC=CC3C(C1)=C2)=O)=O)C ((3R,10S)-5-Methyl-3-(9-oxo-1,8-diazatricyclo[10.6.1.013,18 ]nonadeca-12(19),13(18),14,16-tetraen-10-ylcarbamoyl)hexanoic acid), Pt2O. Solvent: C(C)(=O)O (acetic acid). The product is CC(C[C@H](CC(=O)O)C(N[C@@H]1C(NCCCCCCN2C3CCCCC3C(C1)C2)=O)=O)C ((3R,10S)-5-methyl-3-(9-oxo-1,8-diazatricyclo[10.6.1.013,18 ]nonadecan-10-ylcarbamoyl)hexanoic acid). As a reaction SMILES: [CH3:1][CH:2]([CH3:32])[CH2:3][C@@H:4]([C:9](=[O:31])[NH:10][C@H:11]1[CH2:28][C:27]2=[CH:29][N:20]([C:21]3[CH:22]=[CH:23][CH:24]=[CH:25][C:26]=32)[CH2:19][CH2:18][CH2:17][CH2:16][CH2:15][CH2:14][NH:13][C:12]1=[O:30])[CH2:5][C:6]([OH:8])=[O:7]>C(O)(=O)C>[CH3:1][CH:2]([CH3:32])[CH2:3][C@@H:4]([C:9](=[O:31])[NH:10][C@H:11]1[CH2:28][CH:27]2[CH2:29][N:20]([CH:21]3[CH:26]2[CH2:25][CH2:24][CH2:23][CH2:22]3)[CH2:19][CH2:18][CH2:17][CH2:16][CH2:15][CH2:14][NH:13][C:12]1=[O:30])[CH2:5][C:6]([OH:8])=[O:7]. Procedure details: (3R,10S)-5-Methyl-3-(9-oxo-1,8-diazatricyclo[10.6.1.013,18 ]nonadeca-12(19),13(18),14,16-tetraen-10-ylcarbamoyl)hexanoic acid (200 mg, 0.45 mmol) was dissolved in 10 mL of glacial acetic acid and was hydrogenated at 100 psi H2 pressure in the presence of Pt2O (60 mg) in a Parr reactor at room temperature for 15 hrs. Argon gas was bubbled into the reaction mixture for 15 mins. and the catalyst (Pt2O) was filtered off (through a cone of celite). The clear filtrate was evaporated to dryness and fur... Starting materials: [N+](=O)([O-])C=1C=C(C=CC1)C(C=CC(=O)O)=O (4-(3′-nitrophenyl)-4-oxo-2-butenoic acid), C(C)(=O)O[BH-](OC(C)=O)OC(C)=O (triacetoxyborohydride), Cl (HCl). The solvent is C1CCOC1 (THF), C1CCOC1 (THF). Yields the product [N+](=O)([O-])C=1C=C(C=CC1)C(CCC(=O)O)=O (4-(3′-nitrophenyl)-4-oxo-butanoic acid). Isolated yield 76.2%. As a reaction SMILES: C(O[BH-](OC(=O)C)OC(=O)C)(=O)C.[N+:14]([C:17]1[CH:18]=[C:19]([C:23](=[O:29])[CH:24]=[CH:25][C:26]([OH:28])=[O:27])[CH:20]=[CH:21][CH:22]=1)([O-:16])=[O:15].Cl>C1COCC1>[N+:14]([C:17]1[CH:18]=[C:19]([C:23](=[O:29])[CH2:24][CH2:25][C:26]([OH:28])=[O:27])[CH:20]=[CH:21][CH:22]=1)([O-:16])=[O:15]. Procedure details: To a suspension of triacetoxyborohydride (Aldrich) (21 g, 10 mmol) in dry THF (220 mL), a solution in dry THF (40 mL) of 4-(3′-nitrophenyl)-4-oxo-2-butenoic acid (2.2 g, 10 mmol)(prepared as described in example 7,(mp. 178-179° C.)), was added on stirring at room temperature, under dry nitrogen atmosphere. The resulting light yellow solution was stirred at room temperature overnight under nitrogen atmosphere. To the colorless reaction mixture, aqueos 1N HCl (50 mL), was slowly added dropwise, on... Reactants: [K].S(=O)(=O)(O)CCCCCNC(SC)=S (methyl 5-sulfopentyldithiocarbamate potassium salt), [N-]=[N+]=[N-].[Na+] (sodium azide). Procedure: Reaction of methyl 5-sulfopentyldithiocarbamate potassium salt with sodium azide as described in Example 7 gave 1-(5-sulfopentyl)tetrazole-5-thiol. Yields the product S(=O)(=O)(O)CCCCCN1N=NN=C1S (1-(5-sulfopentyl)tetrazole-5-thiol). RXN SMILES: [K].[S:2]([CH2:6][CH2:7][CH2:8][CH2:9][CH2:10][NH:11][C:12](=[S:15])SC)([OH:5])(=[O:4])=[O:3].[N-:16]=[N+:17]=[N-:18].[Na+]>>[S:2]([CH2:6][CH2:7][CH2:8][CH2:9][CH2:10][N:11]1[C:12]([SH:15])=[N:18][N:17]=[N:16]1)([OH:5])(=[O:4])=[O:3] |f:0.1,2.3,^1:0|. The reactants are CS(=O)(=O)Cl, ClC(Cl)Cl, OC1CCC2(CC1)OCCO2. The product is CS(=O)(=O)OC1CCC2(CC1)OCCO2. Reaction SMILES: [CH3:12][S:13]([Cl:14])(=[O:15])=[O:16].[CH:17]([Cl:18])([Cl:19])[Cl:20].[O:1]1[CH2:2][CH2:3][O:4][C:5]12[CH2:6][CH2:7][CH:8]([OH:11])[CH2:9][CH2:10]2>>[O:1]1[CH2:2][CH2:3][O:4][C:5]12[CH2:6][CH2:7][CH:8]([O:11][S:13]([CH3:12])(=[O:15])=[O:16])[CH2:9][CH2:10]2. Starting materials: C(C=C)#N (acrylonitrile), C=CCCCC (1-hexene), C=CCCCCC (1-heptene), S(O)(O)(=O)=O (sulfuric acid), C1=CC=CC=2SC3=CC=CC=C3NC12 (phenothiazine). Product: CC(CCCC)C(CCCCC)(C)NC(C=C)=O (N-(α-methylpentyl,α-methyl-hexyl)acrylamide). RXN SMILES: [C:1](#[N:4])[CH:2]=[CH2:3].[CH2:5]=[CH:6][CH2:7][CH2:8][CH2:9][CH3:10].[CH2:11]=[CH:12][CH2:13][CH2:14][CH2:15][CH2:16][CH3:17].S(=O)(=O)(O)[OH:19].C1C2NC3C(=CC=CC=3)SC=2C=CC=1>>[CH3:5][CH:6]([C:12]([NH:4][C:1](=[O:19])[CH:2]=[CH2:3])([CH3:11])[CH2:13][CH2:14][CH2:15][CH2:16][CH3:17])[CH2:7][CH2:8][CH2:9][CH3:10]. Procedure details: Following a procedure analogous to that of Example 1, treat acrylonitrile with a mixture of 1-hexene and 1-heptene in the presence of 83% sulfuric acid and phenothiazine to obtain the title product. The reactants are ClC(C(F)(F)F)=C(C(F)(F)F)Cl (2,3-Dichlorohexafluorobut-2-ene), II (iodine). Reaction conditions: temperature 260 celsius, time 6 hour. The product is ClC(C(F)(F)F)CC(F)(F)F (2-chloro-1,1,1,4,4,4-hexafluorobutane), ClC(C(F)(F)F)C(C(F)(F)F)Cl (2,3 -dichloro-1,1,1,4,4,4-hexafluorobutane). Reaction SMILES: [Cl:1][C:2](=[C:7]([Cl:12])[C:8]([F:11])([F:10])[F:9])[C:3]([F:6])([F:5])[F:4].II>>[Cl:12][CH:7]([CH2:2][C:3]([F:4])([F:5])[F:6])[C:8]([F:11])([F:10])[F:9].[Cl:12][CH:7]([CH:2]([Cl:1])[C:3]([F:4])([F:5])[F:6])[C:8]([F:11])([F:10])[F:9]. Procedure: 2,3-Dichlorohexafluorobut-2-ene 300 g) and iodine 150 g) were charged into a 1 liter stirred autoclave. The autoclave was sealed, cooled and evacuated. It was then charged with hydrogen to 500 psi at room temperature. The autoclave was heated to 260° C. and the hydrogen pressure was increased to 1500 psi. The temperature was held at 260° C. with periodic additions of hydrogen to maintain a pressure of 1500 psi. After 15 hours no more hydrogen was being consumed by the reaction. The temperature w...